This data is from the Open Reaction Database (ORD), a public repository of structured organic reaction records. The task is: describe an organic reaction: reactants, conditions, products, and yield The reactants are [F-].C(CCC)[N+](CCCC)(CCCC)CCCC (tetrabutylammonium fluoride), [F-].C(CCC)[N+](CCCC)(CCCC)CCCC (Tetrabutylammonium fluoride), solution, C(C(C)C)C1=CC=C(C=C1)C1=C(C=NC=C1)S(=O)(=O)N(COCC[Si](C)(C)C)C1=NC=C(N=C1OC)C (4-(4-isobutylphenyl)-N-(3-methoxy-5-methylpyrazin-2-yl)-N-[2-(trimethylsilyl)ethoxymethyl]pyridine-3-sulphonamide). Run in O (water), C1CCOC1 (THF), C1CCOC1 (THF). Run at time 2 hour. The product is C(C(C)C)C1=CC=C(C=C1)C1=C(C=NC=C1)S(=O)(=O)NC1=NC=C(N=C1OC)C (4-(4-isobutylphenyl)-N-(3-methoxy-5-methylpyrazin-2-yl)pyridine-3-sulphonamide). Isolated yield 9.0%. RXN SMILES: [F-].C([N+](CCCC)(CCCC)CCCC)CCC.[CH2:19]([C:23]1[CH:28]=[CH:27][C:26]([C:29]2[CH:34]=[CH:33][N:32]=[CH:31][C:30]=2[S:35]([N:38]([C:47]2[C:52]([O:53][CH3:54])=[N:51][C:50]([CH3:55])=[CH:49][N:48]=2)COCC[Si](C)(C)C)(=[O:37])=[O:36])=[CH:25][CH:24]=1)[CH:20]([CH3:22])[CH3:21]>C1COCC1.O>[CH2:19]([C:23]1[CH:28]=[CH:27][C:26]([C:29]2[CH:34]=[CH:33][N:32]=[CH:31][C:30]=2[S:35]([NH:38][C:47]2[C:52]([O:53][CH3:54])=[N:51][C:50]([CH3:55])=[CH:49][N:48]=2)(=[O:37])=[O:36])=[CH:25][CH:24]=1)[CH:20]([CH3:22])[CH3:21] |f:0.1|. Reported procedure: Tetrabutylammonium fluoride (0.45 ml of a 1.0M solution in THF) was added to a solution of 4-(4-isobutylphenyl)-N-(3-methoxy-5-methylpyrazin-2-yl)-N-[2-(trimethylsilyl)ethoxymethyl]pyridine-3-sulphonamide (0.205 g) in dry THF (2 ml) and the solution was heated under reflux for 40 minutes. More tetrabutylammonium fluoride solution (0.95 ml) was added and heating was continued for 2 hours. The reaction mixture was diluted with water (15 ml) and extracted with ether (2×30 ml). The organic extracts ... The product is CN(C)CCN1CCCc2cc([N+](=O)[O-])cc(F)c21. As a reaction SMILES: [CH3:27][N:28]([CH3:29])[CH:30]=[O:31].[Cl:18][CH2:19][CH2:20][N:21]([CH3:22])[CH3:23].[Cl:24][CH2:25][Cl:26].[ClH:17].[F:1][c:2]1[cH:3][c:4]([N+:12](=[O:13])[O-:14])[cH:5][c:6]2[c:11]1[NH:10][CH2:9][CH2:8][CH2:7]2.[H-:15].[Na+:16].[OH2:32]>>[F:1][c:2]1[cH:3][c:4]([N+:12](=[O:13])[O-:14])[cH:5][c:6]2[c:11]1[N:10]([CH2:19][CH2:20][N:21]([CH3:22])[CH3:23])[CH2:9][CH2:8][CH2:7]2. Starting materials: CN(C)C=O, CN(C)CCCl, ClCCl, Cl, O=[N+]([O-])c1cc(F)c2c(c1)CCCN2, [H-], [Na+], O. The reactants are CCO, Cl, O=[N+]([O-])c1cccc(-c2noc(C(Cl)(Cl)Cl)n2)c1, N=C(N)N, [Na]. Product: N=C(N)Nc1nc(-c2cccc([N+](=O)[O-])c2)no1. Reaction SMILES: [CH3:25][CH2:26][OH:27].[ClH:1].[N+:7](=[O:8])([O-:9])[c:10]1[cH:11][c:12](-[c:16]2[n:17][o:18][c:19]([C:21]([Cl:22])([Cl:23])[Cl:24])[n:20]2)[cH:13][cH:14][cH:15]1.[NH2:2][C:3](=[NH:4])[NH2:5].[Na:6]>>[NH:2]=[C:3]([NH:4][c:19]1[o:18][n:17][c:16](-[c:12]2[cH:11][c:10]([N+:7](=[O:8])[O-:9])[cH:15][cH:14][cH:13]2)[n:20]1)[NH2:5].